This data is from the Open Reaction Database (ORD), a public repository of structured organic reaction records. The task is: describe an organic reaction: reactants, conditions, products, and yield Starting materials: CCN(CC)P1(=NC(C)(C)C)N(C)CCCN1C, COc1cccc(-c2nc3ncc(-c4ccccc4)cc3[nH]2)c1, CN(C)C=O, Fc1ccc(CCl)cc1. The product is COc1cccc(-c2nc3ncc(-c4ccccc4)cc3n2Cc2ccc(F)cc2)c1. RXN SMILES: [C:24]([N:25]=[P:26]1([N:27]([CH2:28][CH3:29])[CH2:30][CH3:31])[N:32]([CH3:33])[CH2:34][CH2:35][CH2:36][N:37]1[CH3:38])([CH3:39])([CH3:40])[CH3:41].[CH3:1][O:2][c:3]1[cH:4][c:5](-[c:9]2[nH:10][c:11]3[c:12]([n:13][cH:14][c:15](-[c:17]4[cH:18][cH:19][cH:20][cH:21][cH:22]4)[cH:16]3)[n:23]2)[cH:6][cH:7][cH:8]1.[CH:51]([N:52]([CH3:53])[CH3:54])=[O:55].[F:42][c:43]1[cH:44][cH:45][c:46]([CH2:47][Cl:48])[cH:49][cH:50]1>>[CH3:1][O:2][c:3]1[cH:4][c:5](-[c:9]2[n:10]([CH2:47][c:46]3[cH:45][cH:44][c:43]([F:42])[cH:50][cH:49]3)[c:11]3[c:12]([n:13][cH:14][c:15](-[c:17]4[cH:18][cH:19][cH:20][cH:21][cH:22]4)[cH:16]3)[n:23]2)[cH:6][cH:7][cH:8]1. The reactants are C([O-])([O-])=O.[Ca+2] (calcium carbonate), C(=S)(Cl)Cl (thiophosgene), COC(=O)COC(C1=CC=CC=C1C1(SC(=C(C1)F)N)Cl)=O (5-amino-2-chloro-4-fluoro-thiolbenzoic acid (methoxycarbonylmethyl) ester), C(=O)=O (carbon dioxide). Run in ClCCl (dichloromethane), O (water), ClCCl (dichloromethane). Conditions: time 18 hour. Yields the product COC(=O)COC(C1=CC=CC=C1C1(SC(=C(C1)F)N=C=S)Cl)=O (2-chloro-4-fluoro-5-isothiocyanato-thiolbenzoic acid (methoxycarbonylmethyl) ester). RXN SMILES: [CH3:1][O:2][C:3]([CH2:5][O:6][C:7](=[O:22])[C:8]1[C:13]([C:14]2([Cl:21])[CH2:18][C:17]([F:19])=[C:16]([NH2:20])[S:15]2)=[CH:12][CH:11]=[CH:10][CH:9]=1)=[O:4].C(=O)([O-])[O-].[Ca+2].[C:28](Cl)(Cl)=[S:29].C(=O)=O>ClCCl.O>[CH3:1][O:2][C:3]([CH2:5][O:6][C:7](=[O:22])[C:8]1[C:13]([C:14]2([Cl:21])[CH2:18][C:17]([F:19])=[C:16]([N:20]=[C:28]=[S:29])[S:15]2)=[CH:12][CH:11]=[CH:10][CH:9]=1)=[O:4] |f:1.2|. Procedure: A solution of 3.8 g of the 5-amino-2-chloro-4-fluoro-thiolbenzoic acid (methoxycarbonylmethyl) ester obtained in accordance with Example P2 in 100 ml of dichloromethane is added dropwise at 25°-30° C. to a suspension of 6 g of calcium carbonate, 4 ml of thiophosgene, 20 ml of dichloromethane and 20 ml of water. After the evolution of carbon dioxide has ceased, the mixture is stirred for 18 hours at room temperature. After filtration and washing with water, the organic phase is separated off, dri... Reactants: C(C)(C)(C)OC(=O)N1C(CCCC1)CC(=O)O (2-carboxymethyl-piperidine-1-carboxylic acid tert butyl ester), ClC1=C(C=CC=C1Cl)C1=NN=NN1 (5-(2,3-dichlorophenyl)tetrazole), C1(CCCCC1)N=C=NC1CCCCC1 (dicyclohexylcarbodiimide). The product is C(C)(C)(C)OC(=O)N1C(CCCC1)CC=1OC(=NN1)C1=C(C(=CC=C1)Cl)Cl ((RS)-2-[5-(2,3-Dichloro-phenyl)-[1,3,4]oxadiazol-2-ylmethyl]-piperidine-1-carboxylic acid tert butyl ester). Yield: 36.6%. RXN SMILES: [C:1]([O:5][C:6]([N:8]1[CH2:13][CH2:12][CH2:11][CH2:10][CH:9]1[CH2:14][C:15]([OH:17])=O)=[O:7])([CH3:4])([CH3:3])[CH3:2].[Cl:18][C:19]1[C:24]([Cl:25])=[CH:23][CH:22]=[CH:21][C:20]=1[C:26]1NN=[N:28][N:27]=1.C1(N=C=NC2CCCCC2)CCCCC1>>[C:1]([O:5][C:6]([N:8]1[CH2:13][CH2:12][CH2:11][CH2:10][CH:9]1[CH2:14][C:15]1[O:17][C:26]([C:20]2[CH:21]=[CH:22][CH:23]=[C:24]([Cl:25])[C:19]=2[Cl:18])=[N:27][N:28]=1)=[O:7])([CH3:2])([CH3:3])[CH3:4]. Procedure: The title compound (0.70 g) was prepared from 2-carboxymethyl-piperidine-1-carboxylic acid tert butyl ester (1.13 g), 5-(2,3-dichlorophenyl)tetrazole (1.0 g) and dicyclohexylcarbodiimide (0.98 g) according to the method of description 1. Reactants: Example 30 ( 2 ), BrCCCCCC1=C(C(=CC(=C1OCOC)OC)OCOC)OC (1-bromo-5-[2,5-dimethoxy-3,6-bis(methoxymethoxy)phenyl]pentane). Run in CCCCCCC (heptane). Yields the product COC1=C(C(=C(C(=C1)OCOC)OC)CCCCCC#CCCCC)OCOC (1,4-dimethoxy-2,5-bis(methoxymethoxy)-3-(6-undecynyl)benzene). Reaction SMILES: Br[CH2:2][CH2:3][CH2:4][CH2:5][CH2:6][C:7]1[C:12]([O:13][CH2:14][O:15][CH3:16])=[C:11]([O:17][CH3:18])[CH:10]=[C:9]([O:19][CH2:20][O:21][CH3:22])[C:8]=1[O:23][CH3:24]>CCCCCCC>[CH3:18][O:17][C:11]1[CH:10]=[C:9]([O:19][CH2:20][O:21][CH3:22])[C:8]([O:23][CH3:24])=[C:7]([CH2:6][CH2:5][CH2:4][CH2:3][CH2:2][C:2]#[C:3][CH2:4][CH2:5][CH2:6][CH3:7])[C:12]=1[O:13][CH2:14][O:15][CH3:16]. Procedure: By using procedures similar to those described in the above-mentioned Example 30 (2), except that 1-bromo-5-[2,5-dimethoxy-3,6-bis(methoxymethoxy)phenyl]pentane was used in place of 1-bromo-7-[2,5-dimethoxy-3,6-bis methoxymethoxy)phenyl]heptane, there was obtained 1,4-dimethoxy-2,5-bis(methoxymethoxy)-3-(6-undecynyl)benzene. Colorless oily substance.